This data is from the Open Reaction Database (ORD), a public repository of structured organic reaction records. The task is: describe an organic reaction: reactants, conditions, products, and yield The reactants are FC1=CC=C(C=C1)C(=CC=1C=C(C(=O)OC)C=CC1)CCN1C=NC=C1 (methyl 3-[2-(4-fluorophenyl)-4-(imidazol-1-yl)-but-1-enyl]-benzoate), [OH-].[Na+] (NaOH), Cl (HCl). Run in CO (MeOH). Conditions: time 20 hour. Yields the product FC1=CC=C(C=C1)\C(=C/C=1C=C(C(=O)O)C=CC1)\CCN1C=NC=C1 (3-[(Z)-2-(4-fluorophenyl)-4-(imidazol-1-yl)-but-1-enyl]-benzoic acid). Isolated yield 91.0%. RXN SMILES: [F:1][C:2]1[CH:7]=[CH:6][C:5]([C:8]([CH2:20][CH2:21][N:22]2[CH:26]=[CH:25][N:24]=[CH:23]2)=[CH:9][C:10]2[CH:11]=[C:12]([CH:17]=[CH:18][CH:19]=2)[C:13]([O:15]C)=[O:14])=[CH:4][CH:3]=1.[OH-].[Na+].Cl>CO>[F:1][C:2]1[CH:7]=[CH:6][C:5](/[C:8](/[CH2:20][CH2:21][N:22]2[CH:26]=[CH:25][N:24]=[CH:23]2)=[CH:9]\[C:10]2[CH:11]=[C:12]([CH:17]=[CH:18][CH:19]=2)[C:13]([OH:15])=[O:14])=[CH:4][CH:3]=1 |f:1.2|. Procedure details: A solution of Z isomer product from step D (0.64 g, 1.83 mmol) in MeOH (2 ml) was treated with 1N NaOH (2 ml). The resulting suspension was stirred at room temperature for 20 hrs and the acidity adjusted to pH 5 with 1N HCl. The solution was evaporated to dryness and the residue purified by chromatography isolute column (10 g, SiO2) with an eluent of dichloromethane/MeOH (9:1) to give 3-[(Z)-2-(4-fluorophenyl)-4-(imidazol-1-yl)-but-1-enyl]-benzoic acid 0.56 g, (91%) as a white solid. The reactants are CC=1N=C(N(C(C1)=O)CCOC1=CC=C(C=C1)C=C1C(NC(S1)=O)=O)CCC (5-[4-[2-[4-Methyl-2-propyl-6-oxo-1,6-dihydro-1-pyrimidinyl]ethoxy]phenyl methylene]thiazolidine-2,4-dione), [H][H] (hydrogen). Reagents/catalysts: [Pd] (palladium on charcoal). The solvent is O1CCOCC1 (1,4-dioxane). The product is CC=1N=C(N(C(C1)=O)CCOC1=CC=C(C=C1)CC1C(NC(S1)=O)=O)CCC (5-[4-[2-[4-methyl-2-Propyl-6-oxo-1,6-dihydro-1-pyrimidinyl]ethoxy]phenyl methyl]thiazolidine-2,4-dione). Isolated yield 92.0%. Reaction SMILES: [CH3:1][C:2]1[N:3]=[C:4]([CH2:26][CH2:27][CH3:28])[N:5]([CH2:9][CH2:10][O:11][C:12]2[CH:17]=[CH:16][C:15]([CH:18]=[C:19]3[S:23][C:22](=[O:24])[NH:21][C:20]3=[O:25])=[CH:14][CH:13]=2)[C:6](=[O:8])[CH:7]=1.[H][H]>O1CCOCC1.[Pd]>[CH3:1][C:2]1[N:3]=[C:4]([CH2:26][CH2:27][CH3:28])[N:5]([CH2:9][CH2:10][O:11][C:12]2[CH:13]=[CH:14][C:15]([CH2:18][CH:19]3[S:23][C:22](=[O:24])[NH:21][C:20]3=[O:25])=[CH:16][CH:17]=2)[C:6](=[O:8])[CH:7]=1. Procedure details: A solution of 5-[4-[2-[4-methyl-2-propyl-6-oxo-1,6-dihydro-1-pyrimidinyl]ethoxy]phenyl methylene]thiazolidine-2,4-dione (5.0 g, 12.46 mmol) obtained from example 1 in 1,4-dioxane (75 ml) was reduced with hydrogen in the presence of 10% palladium on charcoal (12.0 g) at 60 psi pressure for 40 h. The mixture was filtered through a bed of celite. The filtrate was evaporated to dryness under reduced pressure, purified by column chromatography (2:1 EtOAc/petroleum ether as eluent) followed by crystal... Reactants: ClCCC(=O)Cl (3-chloropropionyl chloride), ClCCCO (3-chloro-1-propanol). Run at temperature 100 celsius, time 30 minute. Yields the product ClCCC(=O)OCCCCl (3-Chloropropyl 3-Chloropropionate). RXN SMILES: [Cl:1][CH2:2][CH2:3][C:4](Cl)=[O:5].[Cl:7][CH2:8][CH2:9][CH2:10][OH:11]>>[Cl:7][CH2:8][CH2:9][C:10]([O:5][CH2:4][CH2:3][CH2:2][Cl:1])=[O:11]. Procedure: 101.5 ml (129.6 g, 1.00 mol) of 3-chloropropionyl chloride are added dropwise over about 30 minutes, at 90° C., to 86.1 ml of 3-chloro-1-propanol (97.4 g, 1.00 mol). During the addition, spontaneous evolution of gas occurs, and the reaction temperature drops to about 70° C. When the addition is complete, the reaction mixture is again heated to 100° C. and stirred at this temperature for a further 30 minutes. After cooling, the resultant crude product is purified by distillation. Starting materials: C=O (formalin), CC(C#N)(O)C (acetone cyanohydrin), C(C)(=O)NC1(CC(NC(C1)(C)C)(C)C)C(=O)OCC (4-acetamido-4-ethoxycarbonyl-2,2,6,6-tetramethylpiperidine), [OH-].[Na+] (sodium hydroxide). Yields the product C(C)(=O)NC1(CC(N(C(C1)(C)C)CC#N)(C)C)C(=O)OCC (4-acetamido-4-ethoxycarbonyl-1-cyanomethyl-2,2,6,6-tetramethylpiperidine). RXN SMILES: C=O.C[C:4](C)(O)[C:5]#[N:6].[C:9]([NH:12][C:13]1([C:23]([O:25][CH2:26][CH3:27])=[O:24])[CH2:18][C:17]([CH3:20])([CH3:19])[NH:16][C:15]([CH3:22])([CH3:21])[CH2:14]1)(=[O:11])[CH3:10].[OH-].[Na+]>>[C:9]([NH:12][C:13]1([C:23]([O:25][CH2:26][CH3:27])=[O:24])[CH2:18][C:17]([CH3:20])([CH3:19])[N:16]([CH2:4][C:5]#[N:6])[C:15]([CH3:21])([CH3:22])[CH2:14]1)(=[O:11])[CH3:10] |f:3.4|. Procedure: 0.9 g of 37% formalin solution and 2 ml of acetone cyanohydrin were added to 1 g of 4-acetamido-4-ethoxycarbonyl-2,2,6,6-tetramethylpiperidine obtained by the procedure of Example 2. The resulting mixture was stirred at room temperature, 0.4 ml of 0.1 N-sodium hydroxide solution was added to it, and the mixture was then stirred at room temperature for 3 hours.